From a dataset of the Open Reaction Database (ORD), a public repository of structured organic reaction records. describe an organic reaction: reactants, conditions, products, and yield Starting materials: CC(=O)OC(C)=O, COc1cccc2c1OCO2, O, O=[N+]([O-])O. The product is COc1cc([N+](=O)[O-])cc2c1OCO2. Reaction SMILES: [CH3:17][C:18]([O:19][C:20](=[O:21])[CH3:22])=[O:23].[CH3:1][O:2][c:3]1[cH:4][cH:5][cH:6][c:7]2[c:11]1[O:10][CH2:9][O:8]2.[OH2:16].[OH:12][N+:13]([O-:14])=[O:15]>>[CH3:1][O:2][c:3]1[cH:4][c:5]([N+:13](=[O:12])[O-:14])[cH:6][c:7]2[c:11]1[O:10][CH2:9][O:8]2. Reactants: FC=1C=C2C(=C(/C(/C2=CC1)=C/C1=CC=C(C=C1)SC)C)CCON (O-2-[Z-5-fluoro-2-methyl-1-(4-methylthiophenyl)methylene-1H-inden-3-yl]ethyl hydroxylamine), C(C=O)(=O)O (glyoxylic acid). Yields the product FC=1C=C2C(=C(/C(/C2=CC1)=C/C1=CC=C(C=C1)SC)C)CCON=CC(=O)O (glyoxylic acid-O-2-[Z-5-fluoro-2-methyl-1-(4-methylthiophenyl)methylene-1H-inden-3-yl]ethyl oxime). RXN SMILES: [F:1][C:2]1[CH:3]=[C:4]2[C:8](=[CH:9][CH:10]=1)/[C:7](=[CH:11]\[C:12]1[CH:17]=[CH:16][C:15]([S:18][CH3:19])=[CH:14][CH:13]=1)/[C:6]([CH3:20])=[C:5]2[CH2:21][CH2:22][O:23][NH2:24].[C:25]([OH:29])(=[O:28])[CH:26]=O>>[F:1][C:2]1[CH:3]=[C:4]2[C:8](=[CH:9][CH:10]=1)/[C:7](=[CH:11]\[C:12]1[CH:17]=[CH:16][C:15]([S:18][CH3:19])=[CH:14][CH:13]=1)/[C:6]([CH3:20])=[C:5]2[CH2:21][CH2:22][O:23][N:24]=[CH:26][C:25]([OH:29])=[O:28]. Reported procedure: The title compound is prepared by reaction of O-2-[Z-5-fluoro-2-methyl-1-(4-methylthiophenyl)methylene-1H-inden-3-yl]ethyl hydroxylamine with glyoxylic acid. Reactants: ClC1=CC=C(C=C1)B(O)O (4-chlorophenylboronic acid), COC(C1=CC(=CC=C1)CN(C1=C(C=CC=C1)I)C(C#CC(C)(C)O)=O)=O (3-{[(4-hydroxy-4-methyl-pent-2-ynoyl)-(2-iodo-phenyl)-amino]-methyl}-benzoic acid methyl ester). The product is COC(C1=CC(=CC=C1)CN1C(\C(\C2=CC=CC=C12)=C(/C(C)(C)O)\C1=CC=C(C=C1)Cl)=O)=O (3-{3-[1-(4-Chloro-phenyl)-2-hydroxy-2-methyl-prop-(Z)-ylidene]-2-oxo-2,3-dihydro-indol-1-ylmethyl}-benzoic acid methyl ester). RXN SMILES: [Cl:1][C:2]1[CH:7]=[CH:6][C:5](B(O)O)=[CH:4][CH:3]=1.[CH3:11][O:12][C:13](=[O:37])[C:14]1[CH:19]=[CH:18][CH:17]=[C:16]([CH2:20][N:21]([C:29](=[O:36])[C:30]#[C:31][C:32]([OH:35])([CH3:34])[CH3:33])[C:22]2[CH:27]=[CH:26][CH:25]=[CH:24][C:23]=2I)[CH:15]=1>>[CH3:11][O:12][C:13](=[O:37])[C:14]1[CH:19]=[CH:18][CH:17]=[C:16]([CH2:20][N:21]2[C:22]3[C:27](=[CH:26][CH:25]=[CH:24][CH:23]=3)/[C:30](=[C:31](\[C:5]3[CH:6]=[CH:7][C:2]([Cl:1])=[CH:3][CH:4]=3)/[C:32]([OH:35])([CH3:34])[CH3:33])/[C:29]2=[O:36])[CH:15]=1. Procedure: The title compound was prepared in analogy to Example 84 starting from 4-chlorophenylboronic acid (commercially available) and 3-{[(4-hydroxy-4-methyl-pent-2-ynoyl)-(2-iodo-phenyl)-amino]-methyl}-benzoic acid methyl ester. 1H NMR (400 MHz, DMSO-d6) δppm 1.30 (s, 6H) 3.83 (s, 3H) 5.14 (s, 2H) 5.43 (d, J=7.58 Hz, 1H) 6.68 (t, J=7.58 Hz, 1H) 7.01 (d, J=7.83 Hz, 1H) 7.12 (t, J=7.45 Hz, 1H) 7.27 (d, J=8.34 Hz, 2H) 7.51 (t, J=7.71 Hz, 1H) 7.58-7.65 (m, 4H) 7.87 (d, J=7.58 Hz, 1H) 7.97 (s, 1H). Reactants: C(C)(=O)NC=1C=C(C=CC1OC)C1CC(=C(C(C1)=O)C(CCC)=O)O (5-(3-acetylamino-4-methoxyphenyl)-2-butyryl-3-hydroxycyclohex-2-en-1-one), Cl.C(C=C)ON (O-allylhydroxylamine hydrochloride), C([O-])(O)=O.[Na+] (sodium bicarbonate). Solvent: CO (methanol). Yields the product C(C)(=O)NC=1C=C(C=CC1OC)C1CC(=C(C(C1)=O)C(CCC)=NOCC=C)O (5-(3-acetylamino-4-methoxyphenyl)-2-(1-allyloxyiminobutyl)-3-hydroxycyclohex-2-en-1-one). Yield: 57.6%. Reaction SMILES: [C:1]([NH:4][C:5]1[CH:6]=[C:7]([CH:13]2[CH2:18][C:17](=[O:19])[C:16]([C:20](=O)[CH2:21][CH2:22][CH3:23])=[C:15]([OH:25])[CH2:14]2)[CH:8]=[CH:9][C:10]=1[O:11][CH3:12])(=[O:3])[CH3:2].Cl.[CH2:27]([O:30][NH2:31])[CH:28]=[CH2:29].C(=O)(O)[O-].[Na+]>CO>[C:1]([NH:4][C:5]1[CH:6]=[C:7]([CH:13]2[CH2:18][C:17](=[O:19])[C:16]([C:20](=[N:31][O:30][CH2:27][CH:28]=[CH2:29])[CH2:21][CH2:22][CH3:23])=[C:15]([OH:25])[CH2:14]2)[CH:8]=[CH:9][C:10]=1[O:11][CH3:12])(=[O:3])[CH3:2] |f:1.2,3.4|. Reported procedure: 3 g of 5-(3-acetylamino-4-methoxyphenyl)-2-butyryl-3-hydroxycyclohex-2-en-1-one were stirred together with 0.95 g of O-allylhydroxylamine hydrochloride and 0.8 g of sodium bicarbonate in 40 ml of methanol for 16 hours. The mixture was evaporated down, mixed with methylene chloride, washed thoroughly with water, dried and evaporated down again. The residue which remained was stirred with diisopropyl ether and the product was filtered off under suction. 2.0 g (57% yield) of 5-(3-acetylamino-4-meth... Starting materials: N(=[N+]=[N-])[C@@H](C=O)[C@@H](O)[C@@H](O)[C@H](O)CO (2-azido-2-deoxy-D-galactose), OC1[C@H](N)[C@@H](O)[C@@H](O)[C@H](O1)CO (D-galactosamine). The product is C(C)(=O)N[C@H]1C(O)O[C@@H]([C@@H]([C@@H]1O)O)CO (N-acetyl-D-galactosamine). Reaction SMILES: [N:1]([C@H:4]([C@H:7]([C@H:9]([C@@H:11]([CH2:13][OH:14])[OH:12])[OH:10])[OH:8])[CH:5]=[O:6])=[N+]=[N-].[OH:15][CH:16]1O[C@H](CO)[C@H](O)[C@H](O)[C@H:17]1N>>[C:16]([NH:1][C@@H:4]1[C@@H:7]([OH:8])[C@@H:9]([OH:10])[C@@H:11]([CH2:13][OH:14])[O:12][CH:5]1[OH:6])(=[O:15])[CH3:17]. Procedure details: The process which comprises reacting an anomeric mixture of 3,4,6-tri-O-acetyl-2-azido-2-deoxy-D-galactopyranosyl nitrate with sodium acetate in acetic acid to form the 1,3,4,6-tetra-O-acetyl-2-azido-2-deoxy-D-galactopyranosyl acetates, isolating said product, hydrolyzing said isolated product in an aqueous acid to provide 2-azido-2-deoxy-D-galactose, and reducing the 2-azido-2-deoxy-D-galactose and then N-acetylating the D-galactosamine product to form N-acetyl-D-galactosamine. Conditions: temperature 75 celsius. RXN SMILES: [NH2:1][C:2]1[CH:7]=[CH:6][CH:5]=[CH:4][C:3]=1[NH:8][C:9]1[CH:19]=[CH:18][C:12]([C:13]([O:15][CH2:16][CH3:17])=[O:14])=[CH:11][CH:10]=1.[C:20](N1C=CN=C1)(N1C=CN=C1)=[O:21]>C1COCC1>[O:21]=[C:20]1[N:8]([C:9]2[CH:19]=[CH:18][C:12]([C:13]([O:15][CH2:16][CH3:17])=[O:14])=[CH:11][CH:10]=2)[C:3]2[CH:4]=[CH:5][CH:6]=[CH:7][C:2]=2[NH:1]1. Solvent: C1CCOC1 (THF). Procedure details: A mixture of ethyl 4-[(2-aminophenyl)amino]benzoate from Step B (442 mg, 1.72 mmol) and 1,1′-carbonyldiimidazole (652 mg, 4.02 mmol) in THF (10 mL) was heated at 75° C. for 3 h. The cooled mixture was partitioned between EtOAc (100 mL) and 10% aqueous citric acid (50 mL). The organic layer was washed with H2O (30 mL), then brine (30 mL), then dried over Na2SO4, filtered, and concentrated under reduced pressure. The crude product was purified by silica gel chromatography, eluting with a gradient ... The product is O=C1NC2=C(N1C1=CC=C(C(=O)OCC)C=C1)C=CC=C2 (Ethyl 4-(2-oxo-2,3-dihydro-1H-benzimidazol-1-yl)benzoate). Starting materials: NC1=C(C=CC=C1)NC1=CC=C(C(=O)OCC)C=C1 (Ethyl 4-[(2-aminophenyl)amino]benzoate), C(=O)(N1C=NC=C1)N1C=NC=C1 (1,1′-carbonyldiimidazole). Reactants: BrB(Br)Br, ClCCl, COc1cc(OCCCN2CCCCC2)ccc1-n1c(C)nc2cnc(Cl)cc2c1=O. Yields the product Cc1nc2cnc(Cl)cc2c(=O)n1-c1ccc(OCCCN2CCCCC2)cc1O. Reaction SMILES: [B:32]([Br:33])([Br:34])[Br:35].[CH2:36]([Cl:37])[Cl:38].[Cl:1][c:2]1[cH:3][c:4]2[c:5]([n:6][c:7]([CH3:29])[n:8](-[c:11]3[c:12]([O:27][CH3:28])[cH:13][c:14]([O:17][CH2:18][CH2:19][CH2:20][N:21]4[CH2:22][CH2:23][CH2:24][CH2:25][CH2:26]4)[cH:15][cH:16]3)[c:9]2=[O:10])[cH:30][n:31]1>>[Cl:1][c:2]1[cH:3][c:4]2[c:5]([n:6][c:7]([CH3:29])[n:8](-[c:11]3[c:12]([OH:27])[cH:13][c:14]([O:17][CH2:18][CH2:19][CH2:20][N:21]4[CH2:22][CH2:23][CH2:24][CH2:25][CH2:26]4)[cH:15][cH:16]3)[c:9]2=[O:10])[cH:30][n:31]1.